From a dataset of the Open Reaction Database (ORD), a public repository of structured organic reaction records. describe an organic reaction: reactants, conditions, products, and yield The reactants are C[C@H]1N(CC[C@H](NC1=O)C)C(=O)OCC1=CC=CC=C1 (benzyl (2R,5R)-2,5-dimethyl-3-oxo-1,4-diazepane-1-carboxylate). Reaction SMILES: [CH3:1][C@@H:2]1[C:8](=[O:9])[NH:7][C@H:6]([CH3:10])[CH2:5][CH2:4][N:3]1C(OCC1C=CC=CC=1)=O>[Pd].CO>[CH3:1][C@H:2]1[NH:3][CH2:4][CH2:5][C@@H:6]([CH3:10])[NH:7][C:8]1=[O:9]. Procedure: A mixture of benzyl (2R,5R)-2,5-dimethyl-3-oxo-1,4-diazepane-1-carboxylate (160 mg) and 10% palladium on carbon (32 mg) in methanol (15 mL) was stirred at room temperature overnight, filtered over Celite, and washed with 10% methanol in dichloromethane. The filtrate was concentrated under reduced pressure to yield the title compound. MS 143.1 (M+1). Conditions: time 8 hour. The product is C[C@@H]1C(N[C@@H](CCN1)C)=O ((3R,7R)-3,7-Dimethyl-1,4-diazepan-2-one). Run in CO (methanol). The reagents and catalysts are [Pd] (palladium on carbon). Starting materials: ClC1=C(C#N)C(=CN=C1)Cl (3,5-dichloroisonicotinonitrile), FC1=C(C=C(C=C1)C(F)(F)F)NC(=O)NC1=CC=C(C=C1)B1OC(C(O1)(C)C)(C)C (1-(2-fluoro-5-trifluoromethylphenyl)-3-[4-(4,4,5,5-tetramethyl-1,3,2-dioxaborolan-2-yl)phenyl]urea), C(=O)(O)[O-].[Na+] (NaHCO3). The reagents and catalysts are C=1C=CC(=CC1)[P](C=2C=CC=CC2)(C=3C=CC=CC3)[Pd]([P](C=4C=CC=CC4)(C=5C=CC=CC5)C=6C=CC=CC6)([P](C=7C=CC=CC7)(C=8C=CC=CC8)C=9C=CC=CC9)[P](C=1C=CC=CC1)(C=1C=CC=CC1)C=1C=CC=CC1 (tetrakis(triphenylphosphine)palladium). Solvent: O1CCOCC1 (dioxane), O (water), O (water). Conditions: time 8 hour. Product: ClC=1C(=C(C=NC1)C1=CC=C(C=C1)NC(=O)NC1=C(C=CC(=C1)C(F)(F)F)F)C#N (1-[4-(5-chloro-4-cyanopyrid-3-yl)phenyl]-3-(2-fluoro-5-trifluoromethylphenyl)urea). Yield: 33.4%. As a reaction SMILES: Cl[C:2]1[CH:9]=[N:8][CH:7]=[C:6]([Cl:10])[C:3]=1[C:4]#[N:5].[F:11][C:12]1[CH:17]=[CH:16][C:15]([C:18]([F:21])([F:20])[F:19])=[CH:14][C:13]=1[NH:22][C:23]([NH:25][C:26]1[CH:31]=[CH:30][C:29](B2OC(C)(C)C(C)(C)O2)=[CH:28][CH:27]=1)=[O:24].C([O-])(O)=O.[Na+]>O1CCOCC1.O.C1C=CC([P]([Pd]([P](C2C=CC=CC=2)(C2C=CC=CC=2)C2C=CC=CC=2)([P](C2C=CC=CC=2)(C2C=CC=CC=2)C2C=CC=CC=2)[P](C2C=CC=CC=2)(C2C=CC=CC=2)C2C=CC=CC=2)(C2C=CC=CC=2)C2C=CC=CC=2)=CC=1>[Cl:10][C:6]1[C:3]([C:4]#[N:5])=[C:2]([C:29]2[CH:28]=[CH:27][C:26]([NH:25][C:23]([NH:22][C:13]3[CH:14]=[C:15]([C:18]([F:19])([F:21])[F:20])[CH:16]=[CH:17][C:12]=3[F:11])=[O:24])=[CH:31][CH:30]=2)[CH:9]=[N:8][CH:7]=1 |f:2.3,^1:56,58,77,96|. Reported procedure: To a solution of 346 mg of 3,5-dichloroisonicotinonitrile and 959 mg of 1-(2-fluoro-5-trifluoromethylphenyl)-3-[4-(4,4,5,5-tetramethyl-1,3,2-dioxaborolan-2-yl)phenyl]urea in 24 mL of dioxane are added 462 mg of NaHCO3 in 14.4 mL of water. 462 mg of tetrakis(triphenylphosphine)palladium are then added and the reaction is refluxed for 5 hours and then left overnight at 20° C. 20 mL of water are then added and the mixture is extracted with 2×60 mL of ethyl acetate. The organic phase is dried over m... The reactants are CN1CCCC1=O, CCN(C(C)C)C(C)C, O=C1CN(S(=O)(=O)c2cc3ccc(Cl)cc3s2)CCN1CC1CCNCC1, NC(=O)CCl. Yields the product NC(=O)CN1CCC(CN2CCN(S(=O)(=O)c3cc4ccc(Cl)cc4s3)CC2=O)CC1. As a reaction SMILES: [CH3:42][N:43]1[CH2:44][CH2:45][CH2:46][C:47]1=[O:48].[CH:33]([N:34]([CH:35]([CH3:36])[CH3:37])[CH2:38][CH3:39])([CH3:40])[CH3:41].[Cl:1][c:2]1[cH:3][cH:4][c:5]2[c:6]([s:7][c:8]([S:10](=[O:11])(=[O:12])[N:13]3[CH2:14][C:15](=[O:26])[N:16]([CH2:19][CH:20]4[CH2:21][CH2:22][NH:23][CH2:24][CH2:25]4)[CH2:17][CH2:18]3)[cH:9]2)[cH:27]1.[Cl:28][CH2:29][C:30](=[O:31])[NH2:32]>>[Cl:1][c:2]1[cH:3][cH:4][c:5]2[c:6]([s:7][c:8]([S:10](=[O:11])(=[O:12])[N:13]3[CH2:14][C:15](=[O:26])[N:16]([CH2:19][CH:20]4[CH2:21][CH2:22][N:23]([CH2:29][C:30](=[O:31])[NH2:32])[CH2:24][CH2:25]4)[CH2:17][CH2:18]3)[cH:9]2)[cH:27]1. Procedure: 500 g of a 10% aqueous solution of sodium carbonate, and 85.4 g of a 35% aqueous solution of chromium chloride (manufactured by Nippon Chemical Industrial Co., Ltd.) were each placed in a container and prepared. Next, the aqueous solution of sodium carbonate was adjusted to 20° C., and the aqueous solution of chromium chloride was adjusted to 20° C. The aqueous solution of sodium carbonate and the aqueous solution of chromium chloride were simultaneously added into pure water adjusted to 20° C. ... RXN SMILES: [C:1](=[O:4])([O-:3])[O-:2].[Na+].[Na+].[Cl-].[Cr+3:8].[Cl-].[Cl-].[Cr]>O>[C:1](=[O:2])([O-:4])[O-:3].[Cr+3:8].[C:1](=[O:2])([O-:4])[O-:3].[C:1](=[O:2])([O-:4])[O-:3].[Cr+3:8] |f:0.1.2,3.4.5.6,9.10.11.12.13|. Yields the product C([O-])([O-])=O.[Cr+3].C([O-])([O-])=O.C([O-])([O-])=O.[Cr+3] (chromium (III) carbonate). Solvent: O (water). Starting materials: aqueous solution, [Cl-].[Cr+3].[Cl-].[Cl-] (chromium chloride), [Cl-].[Cr+3].[Cl-].[Cl-] (chromium chloride), C([O-])([O-])=O.[Na+].[Na+] (sodium carbonate), C([O-])([O-])=O.[Na+].[Na+] (sodium carbonate), [Cl-].[Cr+3].[Cl-].[Cl-] (chromium chloride), C([O-])([O-])=O.[Na+].[Na+] (sodium carbonate), [Cr] (chromium), C([O-])([O-])=O.[Na+].[Na+] (sodium carbonate), C([O-])([O-])=O.[Na+].[Na+] (sodium carbonate), aqueous solution, [Cl-].[Cr+3].[Cl-].[Cl-] (chromium chloride). Run at temperature 25 celsius, time 50 minute. The reactants are O1C(CCCC1)ONC(=O)[C@@H](C\C=C\C1=CC=CC=C1)[C@H](C(=O)NNS(=O)(=O)C)CC(C)C ((E)-2(R)-[1(S)-[(tetrahydro-2(RS)-pyranyloxy)carbamoyl]-4-phenyl-3-butenyl]-2′-(methanesulphonyl)-4-methylvalerohydrazide), CS(=O)(=O)O (methanesulphonic acid). Run in CO (methanol), ClCCl (dichloromethane). Reaction conditions: time 3 hour. Product: ONC(=O)[C@@H](C\C=C\C1=CC=CC=C1)[C@H](C(=O)NN(S(=O)(=O)C)CC(C)C)CC(C)C ((E)-2(R)-[1(S)-(hydroxycarbamoyl)-4-phenyl-3-butenyl]-2′-isobutyl-2′-(methanesulphonyl)-4-methylvalerohydrazide). Isolated yield 102.7%. As a reaction SMILES: O1CCCCC1[O:7][NH:8][C:9]([C@H:11]([C@@H:21]([CH2:30][CH:31]([CH3:33])[CH3:32])[C:22]([NH:24][NH:25][S:26]([CH3:29])(=[O:28])=[O:27])=[O:23])[CH2:12]/[CH:13]=[CH:14]/[C:15]1[CH:20]=[CH:19][CH:18]=[CH:17][CH:16]=1)=[O:10].CS(O)(=O)=O>CO.ClCCl>[OH:7][NH:8][C:9]([C@H:11]([C@@H:21]([CH2:30][CH:31]([CH3:32])[CH3:33])[C:22]([NH:24][N:25]([CH2:9][CH:11]([CH3:21])[CH3:12])[S:26]([CH3:29])(=[O:28])=[O:27])=[O:23])[CH2:12]/[CH:13]=[CH:14]/[C:15]1[CH:20]=[CH:19][CH:18]=[CH:17][CH:16]=1)=[O:10]. Procedure: A solution of 0.246 g of (E)-2(R)-[1(S)-[(tetrahydro-2(RS)-pyranyloxy)carbamoyl]-4-phenyl-3-butenyl]-2′-(methanesulphonyl)-4-methylvalerohydrazide in a mixture of 10 ml of methanol and 2 ml of dichloromethane was treated with 0.006 ml of methanesulphonic acid. The mixture was stirred for 3 hours at room temperature and then the solvent was evaporated. The residue was partitioned between ethyl acetate and water. The ethyl acetate layer was dried over anhydrous magnesium sulphate and the solvent e... Starting materials: ClCCl, CC1(C)OC(=O)Nc2ccc(OCCCCSc3ccc(Cl)c(Cl)c3)cc21, O=S(=O)(Cl)Cl. The product is CC1(C)OC(=O)Nc2ccc(OCCCCS(=O)c3ccc(Cl)c(Cl)c3)cc21. RXN SMILES: [CH2:33]([Cl:34])[Cl:35].[Cl:6][c:7]1[cH:8][c:9]([S:14][CH2:15][CH2:16][CH2:17][CH2:18][O:19][c:20]2[cH:21][cH:22][c:23]3[c:24]([cH:32]2)[C:25]([CH3:30])([CH3:31])[O:26][C:27](=[O:29])[NH:28]3)[cH:10][cH:11][c:12]1[Cl:13].[S:1](=[O:2])([Cl:3])([Cl:4])=[O:5]>>[O:2]=[S:14]([c:9]1[cH:8][c:7]([Cl:6])[c:12]([Cl:13])[cH:11][cH:10]1)[CH2:15][CH2:16][CH2:17][CH2:18][O:19][c:20]1[cH:21][cH:22][c:23]2[c:24]([cH:32]1)[C:25]([CH3:30])([CH3:31])[O:26][C:27](=[O:29])[NH:28]2. Reactants: CCO, CCN(CC)CCNC(=O)c1ccc([N+](=O)[O-])cc1OC, C1CCOC1. Product: CCN(CC)CCNC(=O)c1ccc(N)cc1OC. RXN SMILES: [CH3:22][CH2:23][OH:24].[N+:1]([O-:2])(=[O:3])[c:4]1[cH:5][c:6]([O:20][CH3:21])[c:7]([C:8](=[O:9])[NH:10][CH2:11][CH2:12][N:13]([CH2:14][CH3:15])[CH2:16][CH3:17])[cH:18][cH:19]1.[O:25]1[CH2:26][CH2:27][CH2:28][CH2:29]1>>[NH2:1][c:4]1[cH:5][c:6]([O:20][CH3:21])[c:7]([C:8](=[O:9])[NH:10][CH2:11][CH2:12][N:13]([CH2:14][CH3:15])[CH2:16][CH3:17])[cH:18][cH:19]1.